Dataset: the Open Reaction Database (ORD), a public repository of structured organic reaction records. Task: describe an organic reaction: reactants, conditions, products, and yield Starting materials: O=C1CCC(CC1)NC(OC(C)(C)C)=O (tert-butyl 4-oxocyclohexylcarbamate), CC(C)(C)S(=O)N (2-methylpropane-2-sulfinamide), Ti(OEt)4. Run in C1CCOC1 (THF). Reaction conditions: temperature 55 celsius, time 8 hour. The product is C(C)(C)(C)S(=O)N=C1CCC(CC1)NC(OC(C)(C)C)=O (tert-butyl 4-(tert-butylsulfinylimino)cyclohexylcarbamate). Isolated yield 67.2%. Reaction SMILES: O=[C:2]1[CH2:7][CH2:6][CH:5]([NH:8][C:9](=[O:15])[O:10][C:11]([CH3:14])([CH3:13])[CH3:12])[CH2:4][CH2:3]1.[CH3:16][C:17]([S:20]([NH2:22])=[O:21])([CH3:19])[CH3:18]>C1COCC1>[C:17]([S:20]([N:22]=[C:2]1[CH2:7][CH2:6][CH:5]([NH:8][C:9](=[O:15])[O:10][C:11]([CH3:14])([CH3:13])[CH3:12])[CH2:4][CH2:3]1)=[O:21])([CH3:19])([CH3:18])[CH3:16]. Reported procedure: A mixture of tert-butyl 4-oxocyclohexylcarbamate (1.0 g, 4.7 mmol), 2-methylpropane-2-sulfinamide (0.63 g, 5.17 mmol) and Ti(OEt)4 (2.1 g, 9.2 mmol) in 10 mL of THF was stirred at 50-60° C. overnight. The mixture was cooled to room temperature and the residue purified by column chromatography (silica gel, 200-300 mesh, eluting with a mixture of petroleum ether and ethyl acetate (4:1, v/v) to give tert-butyl 4-(tert-butylsulfinylimino)cyclohexylcarbamate (1.0 g, 67%) as an clear oil. MS: (M+H)+=3... Starting materials: Cc1ccccc1-n1c(C)nc2[nH]nnc2c1=O, CC(=O)OC(C)=O, [Cl-], [Cl-], C1COCCO1, [Zn+2], O=Cc1ccccn1. Yields the product Cc1ccccc1-n1c(C=Cc2ccccn2)nc2[nH]nnc2c1=O. As a reaction SMILES: [CH3:1][c:2]1[n:3](-[c:12]2[c:13]([CH3:18])[cH:14][cH:15][cH:16][cH:17]2)[c:4](=[O:11])[c:5]2[c:6]([n:7]1)[nH:8][n:9][n:10]2.[CH3:27][C:28]([O:29][C:30](=[O:31])[CH3:32])=[O:33].[Cl-:34].[Cl-:36].[O:37]1[CH2:38][CH2:39][O:40][CH2:41][CH2:42]1.[Zn+2:35].[n:19]1[c:20]([CH:25]=[O:26])[cH:21][cH:22][cH:23][cH:24]1>>[CH:1]([c:2]1[n:3](-[c:12]2[c:13]([CH3:18])[cH:14][cH:15][cH:16][cH:17]2)[c:4](=[O:11])[c:5]2[c:6]([n:7]1)[nH:8][n:9][n:10]2)=[CH:25][c:20]1[n:19][cH:24][cH:23][cH:22][cH:21]1. Starting materials: N1=C(C=CC=C1)NC1=CC=C(C=C1)O (4-(pyridin-2-ylamino)phenol), C([O-])([O-])=O.[Cs+].[Cs+] (cesium carbonate), ClC1=NC=CN=C1C1CCCC1 (2-chloro-3-cyclopentylpyrazine). Conditions: temperature 120 celsius. Product: C1(CCCC1)C=1C(=NC=CN1)OC1=CC=C(C=C1)NC1=NC=CC=C1 (N-(4-(3-cyclopentylpyrazin-2-yloxy)phenyl)pyridin-2-amine). RXN SMILES: [N:1]1[CH:6]=[CH:5][CH:4]=[CH:3][C:2]=1[NH:7][C:8]1[CH:13]=[CH:12][C:11]([OH:14])=[CH:10][CH:9]=1.C(=O)([O-])[O-].[Cs+].[Cs+].Cl[C:22]1[C:27]([CH:28]2[CH2:32][CH2:31][CH2:30][CH2:29]2)=[N:26][CH:25]=[CH:24][N:23]=1>>[CH:28]1([C:27]2[C:22]([O:14][C:11]3[CH:12]=[CH:13][C:8]([NH:7][C:2]4[CH:3]=[CH:4][CH:5]=[CH:6][N:1]=4)=[CH:9][CH:10]=3)=[N:23][CH:24]=[CH:25][N:26]=2)[CH2:29][CH2:30][CH2:31][CH2:32]1 |f:1.2.3|. Reported procedure: A mixture of 4-(pyridin-2-ylamino)phenol (0.30 g, 1.60 mmol), cesium carbonate (1.56 g, 4.80 mmol), and 2-chloro-3-cyclopentylpyrazine (0.29 g, 1.60 mmol) under argon was heated to 120° C. for 20 h. The mixture was cooled to RT and partitioned between ethyl acetate and water. The layers were separated and the organic layer was washed with aqueous 1N sodium hydroxide (2×), saturated aqueous sodium chloride (1×), dried over anhydrous magnesium sulfate, filtered, and concentrated in vacuo. The resu... The reactants are [N+](=O)([O-])C1=C2C=NNC(C2=CC=C1)=O (5-nitro-phthalazin-1-one), [H][H] (hydrogen). The reagents and catalysts are [Pd] (palladium on activated carbon). Run in C(C)(=O)OCC (ethyl acetate), C(C)N(CC)CC (triethylamine). Yields the product NC1=C2C=NNC(C2=CC=C1)=O (5-amino-phthalazin-1-one). Yield: 100450.6%. As a reaction SMILES: [N+:1]([C:4]1[CH:13]=[CH:12][CH:11]=[C:10]2[C:5]=1[CH:6]=[N:7][NH:8][C:9]2=[O:14])([O-])=O.[H][H]>[Pd].C(OCC)(=O)C.C(N(CC)CC)C>[NH2:1][C:4]1[CH:13]=[CH:12][CH:11]=[C:10]2[C:5]=1[CH:6]=[N:7][NH:8][C:9]2=[O:14]. Procedure details: 980 mg of 5-nitro-phthalazin-1-one (Example 66) and 100 mg of palladium on activated carbon are suspended in 50 ml of ethyl acetate and 1 ml of triethylamine, and it is hydrogenated with hydrogen under normal pressure. It is filtered through diatomaceous earth, and the solvent is removed in a vacuum. 830 g of 5-amino-phthalazin-1-one as a solid is obtained as a crude product. Reactants: O(C1=CC=CC=C1)C=1C=C(OC=2C=C(C=CC2)O)C=CC1 (m-(m-phenoxyphenoxy)phenol), ClC=1C=C(C=CC1)C1=CC(=CC=C1)OC1=CC(=CC=C1)OC1=CC(=CC=C1)OC1=CC=CC=C1 (3-chloro-3'-[m-(m-phenoxyphenoxy)phenoxy]biphenyl), [OH-].[K+] (potassium hydroxide), ClC=1C=C(C=CC1)C1=CC(=CC=C1)Cl (3,3'-dichlorobiphenyl). Solvent: O (water), C1(=CC=CC=C1)C (toluene). Product: O(C1=CC=CC=C1)C=1C=C(OC=2C=C(OC=3C=C(C=CC3)C3=CC(=CC=C3)OC3=CC(=CC=C3)OC3=CC(=CC=C3)OC3=CC=CC=C3)C=CC2)C=CC1 (3,3'-Bis[m-(m-phenoxyphenoxy)phenoxy]biphenyl). Isolated yield 80.0%. Reaction SMILES: [O:1]([C:8]1[CH:9]=[C:10]([CH:19]=[CH:20][CH:21]=1)[O:11][C:12]1[CH:13]=[C:14]([OH:18])[CH:15]=[CH:16][CH:17]=1)[C:2]1[CH:7]=[CH:6][CH:5]=[CH:4][CH:3]=1.[OH-].[K+].ClC1C=C(C2C=CC=C(Cl)C=2)C=CC=1.Cl[C:39]1[CH:40]=[C:41]([C:45]2[CH:50]=[CH:49][CH:48]=[C:47]([O:51][C:52]3[CH:57]=[CH:56][CH:55]=[C:54]([O:58][C:59]4[CH:64]=[CH:63][CH:62]=[C:61]([O:65][C:66]5[CH:71]=[CH:70][CH:69]=[CH:68][CH:67]=5)[CH:60]=4)[CH:53]=3)[CH:46]=2)[CH:42]=[CH:43][CH:44]=1>O.C1(C)C=CC=CC=1>[O:1]([C:8]1[CH:9]=[C:10]([CH:19]=[CH:20][CH:21]=1)[O:11][C:12]1[CH:13]=[C:14]([CH:15]=[CH:16][CH:17]=1)[O:18][C:43]1[CH:42]=[C:41]([C:45]2[CH:50]=[CH:49][CH:48]=[C:47]([O:51][C:52]3[CH:57]=[CH:56][CH:55]=[C:54]([O:58][C:59]4[CH:64]=[CH:63][CH:62]=[C:61]([O:65][C:66]5[CH:71]=[CH:70][CH:69]=[CH:68][CH:67]=5)[CH:60]=4)[CH:53]=3)[CH:46]=2)[CH:40]=[CH:39][CH:44]=1)[C:2]1[CH:7]=[CH:6][CH:5]=[CH:4][CH:3]=1 |f:1.2|. Reported procedure: A 250 ml. four-necked flask, equipped with stirrer, dropping funnel, thermometer, and Dean-Stark trap surmounted by a Friedrichs condenser was charged with 59.8 g. (0.215 mole) of m-(m-phenoxyphenoxy)phenol to which 13.0 g. 0.208 mole) of potassium hydroxide was added at 90°C. followed by addition of 50 ml. of toluene. The stirred reaction mixture was heated to azeotrope water, followed by distillation of toluene until the temperature of the reaction mixture reached 230°C. To this mixture after ... Reactants: CC(C)(C)C(=O)c1ccc(C(=O)Cl)cc1, CONC(=O)c1ccc(C(=O)C(C)(C)C)cc1, Cc1ccccc1, [LiH]. Product: CON(C(=O)c1ccc(C(=O)C(C)(C)C)cc1)C(=O)c1ccc(C(=O)C(C)(C)C)cc1. Reaction SMILES: [CH3:19][C:20]([C:21](=[O:22])[c:23]1[cH:24][cH:25][c:26]([C:27](=[O:28])[Cl:29])[cH:30][cH:31]1)([CH3:32])[CH3:33].[CH3:2][C:3]([C:4](=[O:5])[c:6]1[cH:7][cH:8][c:9]([C:10](=[O:11])[NH:12][O:13][CH3:14])[cH:15][cH:16]1)([CH3:17])[CH3:18].[CH3:34][c:35]1[cH:36][cH:37][cH:38][cH:39][cH:40]1.[LiH:1]>>[CH3:2][C:3]([C:4](=[O:5])[c:6]1[cH:7][cH:8][c:9]([C:10](=[O:11])[N:12]([O:13][CH3:14])[C:27]([c:26]2[cH:25][cH:24][c:23]([C:21]([C:20]([CH3:19])([CH3:32])[CH3:33])=[O:22])[cH:31][cH:30]2)=[O:28])[cH:15][cH:16]1)([CH3:17])[CH3:18]. Reactants: N1=CC=CC=C1 (pyridine), CO (methanol), [C]=O (carbon monoxide), C (charcoal), [Co] (cobalt), pentenoic acid ester, [H][H] (hydrogen), CO (methanol), [C]=O (carbon monoxide), [C]=O (carbon monoxide), C=CC=C (butadiene), C(C)(=O)[O-].[Co+2].C(C)(=O)[O-] (cobalt acetate), [C]=O (carbon monoxide), [H][H] (hydrogen), C=O.[Co] (cobalt carbonyl hydride). Run in C(C)(=O)O (acetic acid). Reaction conditions: temperature 120 celsius. The product is [CH-]=O.[CH-]=O.[C-]#[O+].[C-]#[O+].[C-]#[O+].[C-]#[O+].[C-]#[O+].[C-]#[O+].[Co].[Co+2] (cobalt carbonyl). Reaction SMILES: C.[C:2]([O-])(=[O:4])C.[Co+2:6].[C:7]([O-])(=[O:9])C.[C]=O.[H][H].[Co].C=O.[Co].C=CC=C.N1C=CC=CC=1.CO>C(O)(=O)C>[CH-:2]=[O:4].[CH-:7]=[O:9].[C-:2]#[O+:4].[C-:2]#[O+:4].[C-:2]#[O+:4].[C-:2]#[O+:4].[C-:2]#[O+:4].[C-:2]#[O+:4].[Co:6].[Co+2:6] |f:1.2.3,7.8,13.14.15.16.17.18.19.20.21.22,^3:10|. Reported procedure: A high pressure tube (stage a)) filled with 600 ml of active charcoal (from Norit, particle size 3-5 mm) is charged with 180 ml/hour of an aqueous cobalt acetate solution which contains 2.5% by weight of Co2+. In addition, 50 liters (STP)/hour of an equimolar mixture of carbon monoxide and hydrogen are introduced. A temperature of 120° C. and a pressure of 300 bar are maintained. The solution taken off at the other end of the tube contains 0.65% by weight of Co2+ and 1.85% by weight of cobalt as...